Dataset: the Open Reaction Database (ORD), a public repository of structured organic reaction records. Task: describe an organic reaction: reactants, conditions, products, and yield Reactants: CC(C)(C)OC(=O)N1CSC(C)(C)C1C(=O)O, C=CCN, CCOC(C)=O, Cl. The product is C=CCNC(=O)C1N(C(=O)OC(C)(C)C)CSC1(C)C. RXN SMILES: [C:1]([CH3:2])([CH3:3])([CH3:4])[O:5][C:6](=[O:7])[N:8]1[CH2:9][S:10][C:11]([CH3:16])([CH3:17])[CH:12]1[C:13](=[O:14])[OH:15].[CH2:18]([CH:19]=[CH2:20])[NH2:21].[CH3:23][CH2:24][O:25][C:26]([CH3:27])=[O:28].[ClH:22]>>[C:1]([CH3:2])([CH3:3])([CH3:4])[O:5][C:6](=[O:7])[N:8]1[CH2:9][S:10][C:11]([CH3:16])([CH3:17])[CH:12]1[C:13](=[O:15])[NH:21][CH2:18][CH:19]=[CH2:20]. Reactants: C([O-])([O-])=O.[K+].[K+] (potassium carbonate), C1(=CC=CC=C1)C (Toluene), FC1=CC=C(C=C1)C(OCCN1CCNCC1)C1=CC=C(C=C1)F (1-[2-(bis-(4-fluorophenyl)-methoxy)ethyl]piperazine), C1(=CC=CC=C1)C1=NOC(=N1)CCl (3-phenyl-5-chloromethyl-1,2,4-oxadiazole), CN(C=O)C (dimethylformamide). Run in O (water). Run at time 8 hour. Yields the product dimaleate, FC1=CC=C(C=C1)C(OCCN1CCN(CC1)CC1=CN(NO1)C1=CC=CC=C1)C1=CC=C(C=C1)F (1-[2-(bis-(4-fluorophenyl)-methoxy)-ethyl]-4-(3-phenyloxadiazol-5-yl-methyl)piperazine). RXN SMILES: [F:1][C:2]1[CH:7]=[CH:6][C:5]([CH:8]([C:18]2[CH:23]=[CH:22][C:21]([F:24])=[CH:20][CH:19]=2)[O:9][CH2:10][CH2:11][N:12]2[CH2:17][CH2:16][NH:15][CH2:14][CH2:13]2)=[CH:4][CH:3]=1.C1(C2N=[C:34]([CH2:36]Cl)[O:33][N:32]=2)C=CC=CC=1.C(=O)([O-])[O-].[K+].[K+].[C:44]1(C)[CH:49]=[CH:48][CH:47]=[CH:46][CH:45]=1.C[N:52]([CH3:55])C=O>O>[F:1][C:2]1[CH:3]=[CH:4][C:5]([CH:8]([C:18]2[CH:19]=[CH:20][C:21]([F:24])=[CH:22][CH:23]=2)[O:9][CH2:10][CH2:11][N:12]2[CH2:17][CH2:16][N:15]([CH2:36][C:34]3[O:33][NH:32][N:52]([C:44]4[CH:45]=[CH:46][CH:47]=[CH:48][CH:49]=4)[CH:55]=3)[CH2:14][CH2:13]2)=[CH:6][CH:7]=1 |f:2.3.4|. Procedure: 1.08 g (3.3 mM) of 1-[2-(bis-(4-fluorophenyl)-methoxy)ethyl]piperazine and 0.97 g of 3-phenyl-5-chloromethyl-1,2,4-oxadiazole (prepared according to Chem.Ber. 105 (1972)2825) were dissolved in 5 ml of dry dimethylformamide. 1.4 g of potassium carbonate were added and the mixture was stirred at room temperature overnight. Toluene and water were added, the aqueous phase extracted with toluene, the combined organic phases washed three times with water, treated with charcoal and evaporated in vacuo.... The reactants are C(C)OC=C(C(=O)OCC)C(=O)C(F)F (ethyl 2-ethoxymethylenedifluoroacetoacetate), C(C)OC=C(C(=O)OCC)C(=O)C(F)F (ethyl 2-ethoxymethylenedifluoroacetoacetate), C(C)OC=C(C(=O)OCC)C(=O)C(F)F (ethyl 2-ethoxymethylenedifluoroacetoacetate), CNN (Methylhydrazine), C(=O)([O-])[O-].[K+].[K+] (K2CO3). Solvent: C1(=CC=CC=C1)C (toluene), C1(=CC=CC=C1)C (Toluene), O (water). Conditions: temperature -5 celsius, time 1.5 hour. The product is FC(C1=NN(C=C1C(=O)OCC)C)F (Ethyl 3-Difluoromethyl-1-Methyl-1H-Pyrazole-4-Carboxylate). Isolated yield 82.6%. RXN SMILES: [CH3:1][NH:2][NH2:3].C([O-])([O-])=O.[K+].[K+].C(O[CH:13]=[C:14]([C:20]([CH:22]([F:24])[F:23])=O)[C:15]([O:17][CH2:18][CH3:19])=[O:16])C>O.C1(C)C=CC=CC=1>[F:23][CH:22]([F:24])[C:20]1[C:14]([C:15]([O:17][CH2:18][CH3:19])=[O:16])=[CH:13][N:2]([CH3:1])[N:3]=1 |f:1.2.3|. Procedure details: 40% Methylhydrazine (565 g, 4.91 moles) in aqueous solution and K2CO3 (237 g, 1.72 moles) are dissolved in water (2134 g) and mixed to make a clear solution. Toluene (2292 g) is added to make a two phase system, and then cooled to −10-0° C. Crude ethyl 2-ethoxymethylenedifluoroacetoacetate (Formula VI) (˜1010 g, ˜4.91 moles) in toluene (1500 g) is then added dropwise with effective agitation while maintaining at the same temperature. The agitation is kept constant for 1-2 hours until GC shows th... Starting materials: CSC1=NC=CC(=N1)C1=CC=C(S1)S(=O)(=O)Cl (5-(2-Methylsulfanyl-pyrimidin-4-yl)-thiophene-2-sulfonyl chloride), [Zn] (Zinc), O (Water). Run in C1CCOC1.O (THF H2O). Conditions: time 22 hour. The product is CSC1=NC=CC(=N1)C1=CC=C(S1)S(=O)(=O)[Zn] (5-(2-Methylsulfanyl-pyrimidin-4-yl)-thiophene-2-sulfonyl Zinc). The yield is 236.8%. As a reaction SMILES: [Zn:1].[CH3:2][S:3][C:4]1[N:9]=[C:8]([C:10]2[S:14][C:13]([S:15](Cl)(=[O:17])=[O:16])=[CH:12][CH:11]=2)[CH:7]=[CH:6][N:5]=1.O>C1COCC1.O>[CH3:2][S:3][C:4]1[N:9]=[C:8]([C:10]2[S:14][C:13]([S:15]([Zn:1])(=[O:17])=[O:16])=[CH:12][CH:11]=2)[CH:7]=[CH:6][N:5]=1 |f:3.4|. Procedure: Zinc dust (106.5 mg, 1.63 mmol) in THF/H2O (2:1, 7.5 mL) was sonicated 15 minutes and 5-(2-Methylsulfanyl-pyrimidin-4-yl)-thiophene-2-sulfonyl chloride (500 mg, 1.63 mmol) was added all at once as a solid. After 22 hours, the mixture was concentrated to ¼ volume and a precipitate formed. Water was added and the suspension was sonicated for 1 minute. The solids were collected by filtration, washed with water and dried in vacuo to afford bis-5-(2-Methylsulfanyl-pyrimidin-4-yl)-thiophene-2-sulfonyl... The solvent is CO (methanol). The reactants are C(C)(=O)O[C@H]1CC2CC[C@H]3[C@@H]4CC(=C(C(C)=O)[C@]4(CC([C@@H]3[C@]2(CC1)C)=O)C)C (3α-acetoxy-16-methyl-16-pregnene-11,20-dione), OO (hydrogen peroxide), [OH-] (hydroxide). RXN SMILES: C([O:4][C@@H:5]1[CH2:24][CH2:23][C@@:22]2([CH3:25])[CH:7]([CH2:8][CH2:9][C@@H:10]3[C@@H:21]2[C:20](=[O:26])[CH2:19][C@@:18]2([CH3:27])[C@H:11]3[CH2:12][C:13]([CH3:28])=[C:14]2[C:15](=[O:17])[CH3:16])[CH2:6]1)(=O)C.[OH:29]O.[OH-]>CO>[O:29]1[C@:14]2([C@:18]3([CH3:27])[C@@H:11]([CH2:12][C@@:13]12[CH3:28])[C@H:10]1[C@@H:21]([C@:22]2([CH3:25])[CH:7]([CH2:8][CH2:9]1)[CH2:6][C@H:5]([OH:4])[CH2:24][CH2:23]2)[C:20](=[O:26])[CH2:19]3)[C:15](=[O:17])[CH3:16]. Run at time 40 minute. Yields the product O1[C@]2([C@]1(C(C)=O)[C@]1(CC([C@@H]3[C@]4(CC[C@H](CC4CC[C@H]3[C@@H]1C2)O)C)=O)C)C (16α,17α-epoxy-3α-hydroxy-16β-methyl-pregnane-11,20-dione). Procedure details: A solution of 20.0 g. of 3α-acetoxy-16-methyl-16-pregnene-11,20-dione dissolved in 600 ml. of methanol, is cooled to 18°C., and 80 ml. of 30% hydrogen peroxide followed by 80 ml. of 2.5 N sodiim hydroxide are added. Considerable material precipitates from solution, but all redissolves on stirring the reaction mixture at 25°-30°C. for 40 minutes. The solution is kept at 15°-20°C. for 18 hours at which time the ultraviolet maximum at 249 has completely disappeared. Then 600 ml. of saturated salt w... Starting materials: CS(=O)(=O)C1=CC(=C(C=C1)N)N (4-methylsulfonyl-o-phenylenediamine), N#CBr (cyanogenbromide). Solvent: O (water). Conditions: time 4 hour. The product is NC=1NC2=C(N1)C=CC(=C2)S(=O)(=O)C (2-amino-5-methylsulfonylbenzimidazole). RXN SMILES: [CH3:1][S:2]([C:5]1[CH:10]=[CH:9][C:8]([NH2:11])=[C:7]([NH2:12])[CH:6]=1)(=[O:4])=[O:3].[N:13]#[C:14]Br>O>[NH2:13][C:14]1[NH:12][C:7]2[CH:6]=[C:5]([S:2]([CH3:1])(=[O:3])=[O:4])[CH:10]=[CH:9][C:8]=2[N:11]=1. Procedure details: One mole, 186.1 g., of 4-methylsulfonyl-o-phenylenediamine was suspended in 1.2 l. of water with stirring. One mole, 106 g., of cyanogenbromide was added portionwise to the reaction mixture. The reaction mixture was stirred for 4 hours and then filtered. Sodium hydroxide, 39 g. (1 m.) in 500 ml. of water, was added to the filtrate. The aqueous mixture was cooled in an ice bath and the product crystallized. The product was collected and dried before crystallization from ethanol-ether; yield 200 g... Reactants: OCC=C(CC(C=C(CC(S(=O)(=O)C1=CC=C(C=C1)C)C1=C(CCCC1(C)C)C)C)O)C (1,5-dihydroxy-3,7-dimethyl-9-(2,6,6-trimehylcyclohexene-1-yl)-9-(4-methylphenysulfonyl)-nona-2,6-diene), O (water), C([O-])([O-])=O.[Na+].[Na+] (sodium carbonate), C(C)(=O)OC(C)=O (acetic anhydride). The reagents and catalysts are [Cl-].C(CCCCCCCCCCC)[N+](C)(C)C (n-dodecyltrimethylammonium chloride). The solvent is CCCCCC (n-hexane). Yields the product C(C)(=O)OCC=C(CC(C=C(CC(S(=O)(=O)C1=CC=C(C=C1)C)C1=C(CCCC1(C)C)C)C)O)C (l-acetoxy-5-hydroxy-3,7-dimethyl-9-(2,6,6-trimethylcyclohexene-1-yl)-9-(4-methylphenylsulfonyl)-nona-2,6-diene). Yield: 92.0%. As a reaction SMILES: [OH:1][CH2:2][CH:3]=[C:4]([CH3:32])[CH2:5][CH:6]([OH:31])[CH:7]=[C:8]([CH3:30])[CH2:9][CH:10]([C:21]1[C:26]([CH3:28])([CH3:27])[CH2:25][CH2:24][CH2:23][C:22]=1[CH3:29])[S:11]([C:14]1[CH:19]=[CH:18][C:17]([CH3:20])=[CH:16][CH:15]=1)(=[O:13])=[O:12].C(=O)([O-])[O-].[Na+].[Na+].[C:39](OC(=O)C)(=[O:41])[CH3:40].O>CCCCCC.[Cl-].C([N+](C)(C)C)CCCCCCCCCCC>[C:39]([O:1][CH2:2][CH:3]=[C:4]([CH3:32])[CH2:5][CH:6]([OH:31])[CH:7]=[C:8]([CH3:30])[CH2:9][CH:10]([C:21]1[C:26]([CH3:27])([CH3:28])[CH2:25][CH2:24][CH2:23][C:22]=1[CH3:29])[S:11]([C:14]1[CH:15]=[CH:16][C:17]([CH3:20])=[CH:18][CH:19]=1)(=[O:12])=[O:13])(=[O:41])[CH3:40] |f:1.2.3,7.8|. Procedure: In a dry flask, 60 mg (0.13 mmol) of 1,5-dihydroxy-3,7-dimethyl-9-(2,6,6-trimehylcyclohexene-1-yl)-9-(4-methylphenysulfonyl)-nona-2,6-diene (hereinafter, referred to as compound [IV-1]) was charged and dissolved in 20 ml of n-hexane, and 3.4 mg (0.013 mmol) of n-dodecyltrimethylammonium chloride, 14 mg (0.13 mmol) of sodium carbonate and 13.3 mg (0.13 mmol) of acetic anhydride were added thereto. After stirring at room temperature for twenty hours, disappearance of the starting material was conf... Reactants: ClC1=NC=CC=C1C(CC1=C(C=CC=C1)F)=O (1-(2-Chloropyridin-3-yl)-2-(2-fluorophenyl)ethanone), O.NN (hydrazine hydrate). Solvent: C(CCC)O (1-butanol), COC(C)(C)C (tert-butyl methyl ether). Product: FC1=C(CC2=NNC3=NC=CC=C32)C=CC=C1 (3-(2-Fluorobenzyl)-1H-pyrazolo[3,4-b]pyridine). RXN SMILES: Cl[C:2]1[C:7]([C:8](=O)[CH2:9][C:10]2[CH:15]=[CH:14][CH:13]=[CH:12][C:11]=2[F:16])=[CH:6][CH:5]=[CH:4][N:3]=1.O.[NH2:19][NH2:20]>C(O)CCC.COC(C)(C)C>[F:16][C:11]1[CH:12]=[CH:13][CH:14]=[CH:15][C:10]=1[CH2:9][C:8]1[C:7]2[C:2](=[N:3][CH:4]=[CH:5][CH:6]=2)[NH:20][N:19]=1 |f:1.2|. Procedure details: A solution of 2.00 g (8.01 mmol) of 1-(2-chloropyridin-3-yl)-2-(2-fluorophenyl)ethanone from example 11A and 560 mg (11.2 mmol) of hydrazine hydrate in 6 ml of 1-butanol is heated in a microwave at 200° C. for 10 min. It is then diluted with tert-butyl methyl ether, washed with saturated sodium bicarbonate solution and dried over sodium sulfate. The solution is concentrated in vacuo. The crystalline residue is stirred with a little tert-butyl methyl ether and filtered off with suction. The mothe... Reactants: Cc1nn(C)c2nc3ccccc3c(Cl)c12, CS(C)=O, NCc1ccccc1, O. Product: Cc1nn(C)c2nc3ccccc3c(NCc3ccccc3)c12. RXN SMILES: [CH3:1][n:2]1[n:3][c:4]([CH3:16])[c:5]2[c:6]1[n:7][c:8]1[cH:9][cH:10][cH:11][cH:12][c:13]1[c:14]2[Cl:15].[CH3:25][S:26]([CH3:27])=[O:28].[NH2:17][CH2:18][c:19]1[cH:20][cH:21][cH:22][cH:23][cH:24]1.[OH2:29]>>[CH3:1][n:2]1[n:3][c:4]([CH3:16])[c:5]2[c:6]1[n:7][c:8]1[cH:9][cH:10][cH:11][cH:12][c:13]1[c:14]2[NH:17][CH2:18][c:19]1[cH:20][cH:21][cH:22][cH:23][cH:24]1.